Dataset: the Open Reaction Database (ORD), a public repository of structured organic reaction records. Task: describe an organic reaction: reactants, conditions, products, and yield The reactants are BrC1=C(C=C(C=C1)NC(=S)N)OC ((4-Bromo-3-methoxy-phenyl)-thiourea), BrC1C(C(CCC1)C1=CC=CC=C1)=O (2-bromo-6-phenyl-cyclohexanone). Run in C(C)O (ethanol). Yields the product BrC1=C(C=C(C=C1)NC=1SC2=C(N1)C(CCC2)C2=CC=CC=C2)OC ((4-Bromo-3-methoxy-phenyl)-(4-phenyl-4,5,6,7-tetrahydro-benzothiazol-2-yl)-amine). Yield: 61.9%. RXN SMILES: [Br:1][C:2]1[CH:7]=[CH:6][C:5]([NH:8][C:9]([NH2:11])=[S:10])=[CH:4][C:3]=1[O:12][CH3:13].Br[CH:15]1[CH2:20][CH2:19][CH2:18][CH:17]([C:21]2[CH:26]=[CH:25][CH:24]=[CH:23][CH:22]=2)[C:16]1=O>C(O)C>[Br:1][C:2]1[CH:7]=[CH:6][C:5]([NH:8][C:9]2[S:10][C:23]3[CH2:24][CH2:25][CH2:26][CH:21]([C:17]4[CH:18]=[CH:19][CH:20]=[CH:15][CH:16]=4)[C:22]=3[N:11]=2)=[CH:4][C:3]=1[O:12][CH3:13]. Reported procedure: (4-Bromo-3-methoxy-phenyl)-thiourea (1.20 g, 4.59 mmol) and 2-bromo-6-phenyl-cyclohexanone (1.29 g, 5.10 mmol) in 20 ml ethanol were stirred overnight at reflux. The brown solution was evaporated to dryness; the brown residue was dissolved in chloroform, washed three times with water and dried with magnesium sulfate. The solvent was evaporated in vacuo. Column chromatography (70 g silica, dichloromethane) afforded the title compound (1.18 g, 62%) as a light brown foam. MS ISP (m/e): 417.1 (100) ...